From a dataset of the Open Reaction Database (ORD), a public repository of structured organic reaction records. describe an organic reaction: reactants, conditions, products, and yield The reactants are CNCCO (2-methylamino-ethanol), ClC1=CC(=NC=C1)C1=NC(=CC=C1)C1=NC=CC=C1 (4′-chloro-2,2′;6,2″-terpyridine). The reagents and catalysts are [Cl-].[Zn+2].[Cl-] (zinc(II)-chloride). The solvent is CC(C)(CC)O (2-methyl-2-butanol). Run at time 20 minute. Product: CN(CCO)C1=CC(=NC(=C1)C1=NC=CC=C1)C1=NC=CC=C1 (2-(methyl-[2,2′;6′2″]terpyridine-4′yl-amino)-ethanol). Yield: 84.5%. RXN SMILES: [CH3:1][NH:2][CH2:3][CH2:4][OH:5].Cl[C:7]1[CH:12]=[CH:11][N:10]=[C:9]([C:13]2[CH:18]=[CH:17][CH:16]=[C:15]([C:19]3[CH:24]=[CH:23][CH:22]=[CH:21][N:20]=3)[N:14]=2)[CH:8]=1>CC(O)(CC)C.[Cl-].[Zn+2].[Cl-]>[CH3:1][N:2]([C:17]1[CH:16]=[C:15]([C:19]2[CH:24]=[CH:23][CH:22]=[CH:21][N:20]=2)[N:14]=[C:13]([C:9]2[CH:8]=[CH:7][CH:12]=[CH:11][N:10]=2)[CH:18]=1)[CH2:3][CH2:4][OH:5] |f:3.4.5|. Procedure details: 129 g (1.72 mol) 2-methylamino-ethanol and 390 mg (2.86 mmol) zinc(II)-chloride are successively added to a suspension of 15.3 g (57.2 mmol) 4′-chloro-2,2′;6,2″-terpyridine in 100 ml 2-methyl-2-butanol. The reaction mixture is refluxed for 2.5 days. A brown suspension is obtained, which is evaporated under vacuum to a yellow-brown solid product. 100 ml water is added to this product and stirred at room temperature for 20 minutes. Then, the obtained mixture is filtrated and the filter residue dri... Starting materials: CCC(C)(C)c1ccc(O)cc1, CCC(C)(C)c1ccc(O)c(C(C)(C)CC)c1, CCC(C)(C)c1ccccc1O, Oc1ccccc1. The product is CCC(C)(C)c1cc(C(C)(C)CC)c(O)c(C(C)(C)CC)c1. RXN SMILES: [C:20]([c:21]1[cH:22][cH:23][c:24]([OH:25])[cH:26][cH:27]1)([CH2:28][CH3:29])([CH3:30])[CH3:31].[C:32]([CH3:33])([CH3:34])([CH2:35][CH3:36])[c:37]1[c:38]([OH:48])[cH:39][cH:40][c:41]([C:43]([CH3:44])([CH3:45])[CH2:46][CH3:47])[cH:42]1.[C:8]([CH3:9])([CH3:10])([CH2:11][CH3:12])[c:13]1[cH:14][cH:15][cH:16][cH:17][c:18]1[OH:19].[OH:1][c:2]1[cH:3][cH:4][cH:5][cH:6][cH:7]1>>[C:8]([CH3:9])([CH3:10])([CH2:11][CH3:12])[c:39]1[c:38]([OH:48])[c:37]([C:32]([CH3:33])([CH3:34])[CH2:35][CH3:36])[cH:42][c:41]([C:43]([CH3:44])([CH3:45])[CH2:46][CH3:47])[cH:40]1. Starting materials: CC=1C=C(C=CC1\C=C\S(=O)(=O)N1CCC2(C(NC(=N2)C2CCC(CC2)C)=O)CC1)CC(=O)N (2-(3-Methyl-4-{(E)-2-[2-(4-methyl-cyclohexyl)-4-oxo-1,3,8-triaza-spiro[4.5]dec-1-ene-8-sulfonyl]-vinyl}-phenyl)-acetamide), [H][H] (hydrogen). Reagents/catalysts: [OH-].[Pd+2].[OH-] (palladium hydroxide). The solvent is C(C)#N (acetonitrile). The product is CC=1C=C(C=CC1CCS(=O)(=O)N1CCC2(C(NC(=N2)C2CCC(CC2)C)=O)CC1)CC(=O)N (2-(3-methyl-4-{2-[2-(4-methyl-cyclohexyl)-4-oxo-1,3,8-triaza-spiro[4.5]dec-1-ene-8-sulfonyl]-ethyl}-phenyl)-acetamide). Yield: 72.3%. RXN SMILES: [CH3:1][C:2]1[CH:3]=[C:4]([CH2:31][C:32]([NH2:34])=[O:33])[CH:5]=[CH:6][C:7]=1/[CH:8]=[CH:9]/[S:10]([N:13]1[CH2:30][CH2:29][C:16]2([N:20]=[C:19]([CH:21]3[CH2:26][CH2:25][CH:24]([CH3:27])[CH2:23][CH2:22]3)[NH:18][C:17]2=[O:28])[CH2:15][CH2:14]1)(=[O:12])=[O:11].[H][H]>C(#N)C.[OH-].[Pd+2].[OH-]>[CH3:1][C:2]1[CH:3]=[C:4]([CH2:31][C:32]([NH2:34])=[O:33])[CH:5]=[CH:6][C:7]=1[CH2:8][CH2:9][S:10]([N:13]1[CH2:14][CH2:15][C:16]2([N:20]=[C:19]([CH:21]3[CH2:22][CH2:23][CH:24]([CH3:27])[CH2:25][CH2:26]3)[NH:18][C:17]2=[O:28])[CH2:29][CH2:30]1)(=[O:12])=[O:11] |f:3.4.5|. Procedure details: 20% palladium hydroxide (7.4 mg) was added to a solution of Compound 737 (14.7 mg, 0.030 mmol) in acetonitrile (1.0 mL), and the mixture was stirred at room temperature for one hour in a hydrogen atmosphere. The reaction mixture was filtered through celite, and the filtrate was concentrated under reduced pressure. The resulting residue was then purified by silica gel column chromatography to give 2-(3-methyl-4-{2-[2-(4-methyl-cyclohexyl)-4-oxo-1,3,8-triaza-spiro[4.5]dec-1-ene-8-sulfonyl]-ethyl}-...